From a dataset of the Open Reaction Database (ORD), a public repository of structured organic reaction records. describe an organic reaction: reactants, conditions, products, and yield The reactants are CC(C)C[Al+]CC(C)C, CON=C(C(=O)OC)c1ccccc1ON=C(C)c1cccc(C(F)(F)F)c1, CO, ClCCl, [H-], Cc1ccccc1. Yields the product CON=C(C=O)c1ccccc1ON=C(C)c1cccc(C(F)(F)F)c1. As a reaction SMILES: [CH2:9]([Al+:10][CH2:11][CH:12]([CH3:13])[CH3:14])[CH:15]([CH3:16])[CH3:17].[CH3:18][C:19]([c:20]1[cH:21][c:22]([C:26]([F:27])([F:28])[F:29])[cH:23][cH:24][cH:25]1)=[N:30][O:31][c:32]1[c:33]([C:38]([C:39](=[O:40])[O:41][CH3:42])=[N:43][O:44][CH3:45])[cH:34][cH:35][cH:36][cH:37]1.[CH3:49][OH:50].[Cl:46][CH2:47][Cl:48].[H-:8].[c:1]1([CH3:2])[cH:3][cH:4][cH:5][cH:6][cH:7]1>>[CH3:18][C:19]([c:20]1[cH:21][c:22]([C:26]([F:27])([F:28])[F:29])[cH:23][cH:24][cH:25]1)=[N:30][O:31][c:32]1[c:33]([C:38]([CH:39]=[O:40])=[N:43][O:44][CH3:45])[cH:34][cH:35][cH:36][cH:37]1. Reactants: 20, BrC=1C=C(C(C)O)C=CC1 (m-bromo-α-methylbenzylalcohol), O1CCCC=C1 (3,4-dihydropyran), C(O)([O-])=O.[Na+] (sodium hydrogen carbonate). The reagents and catalysts are Cl (hydrochloric acid). Solvent: O (water). Run at temperature 0 celsius, time 8 hour. Yields the product BrC=1C=C(C(OC2OCCCC2)C)C=CC1 (2-(m-bromo-α-methylbenzyloxy)tetrahydropyran). Reaction SMILES: [Br:1][C:2]1[CH:3]=[C:4]([CH:8]=[CH:9][CH:10]=1)[CH:5]([OH:7])[CH3:6].[O:11]1[CH:16]=[CH:15][CH2:14][CH2:13][CH2:12]1.C(=O)([O-])O.[Na+]>Cl.O>[Br:1][C:2]1[CH:3]=[C:4]([CH:8]=[CH:9][CH:10]=1)[CH:5]([CH3:6])[O:7][CH:12]1[CH2:13][CH2:14][CH2:15][CH2:16][O:11]1 |f:2.3|. Procedure details: A mixture of 20 parts of m-bromo-α-methylbenzylalcohol and 16.8 parts of 3,4-dihydropyran is cooled in an ice-bath and there are added 2 drops of hydrochloric acid solution. The whole is stirred overnight at 0° C and then allowed to come to room temperature. The mixture is poured onto ether and shaken successively with a sodium hydrogen carbonate solution and twice with water. The organic layer is separated, dried, filtered and evaporated. The residue is distilled, yielding 2-(m-bromo-α-methylbe... Reactants: COC1=CC=CC2=C1OC(=C2)CC(=O)O (7-methoxy-3-benzofuranacetic acid), C(C(=O)Cl)(=O)Cl (oxalyl chloride). Yields the product COC1=CC=CC2=C1OC(=C2)CC(=O)Cl (7-methoxy-3-benzofuranacetic acid chloride). The yield is 100.0%. Reaction SMILES: [CH3:1][O:2][C:3]1[C:8]2[O:9][C:10]([CH2:12][C:13]([OH:15])=O)=[CH:11][C:7]=2[CH:6]=[CH:5][CH:4]=1.C(Cl)(=O)C([Cl:19])=O>>[CH3:1][O:2][C:3]1[C:8]2[O:9][C:10]([CH2:12][C:13]([Cl:19])=[O:15])=[CH:11][C:7]=2[CH:6]=[CH:5][CH:4]=1. Procedure details: A solution of 15.0 g of 7-methoxy-3-benzofuranacetic acid in 86 ml of oxalyl chloride was stirred at 25° for 1 hour. Removal of the solvent gave 16.35 g (100%) of crude 7-methoxy-3-benzofuranacetic acid chloride. NMR spectrum (200 mHz in CDCl3): δ4.0 (s, 3H), 4.23 (s, 2H), 6.83 (d, J=7 Hz, 1H), 7.07 (d, J=7 Hz, 1H), 7.18 (d, J=8 Hz, 1H) and 7.68 (s, 1H).